This data is from the Open Reaction Database (ORD), a public repository of structured organic reaction records. The task is: describe an organic reaction: reactants, conditions, products, and yield The reactants are CC#N, C(=NC1CCCCC1)=NC1CCCCC1, CCOC(=O)C(C)C(N)C(C(=O)O)C(C)O. Product: CCOC(=O)C(C)C1NC(=O)C1C(C)O. As a reaction SMILES: [CH3:32][C:33]#[N:34].[CH:17]1([N:18]=[C:19]=[N:20][CH:21]2[CH2:22][CH2:23][CH2:24][CH2:25][CH2:26]2)[CH2:27][CH2:28][CH2:29][CH2:30][CH2:31]1.[OH:1][CH:2]([CH3:3])[CH:4]([C:5](=[O:6])[OH:7])[CH:8]([CH:9]([CH3:10])[C:11](=[O:12])[O:13][CH2:14][CH3:15])[NH2:16]>>[OH:1][CH:2]([CH3:3])[CH:4]1[C:5](=[O:6])[NH:16][CH:8]1[CH:9]([CH3:10])[C:11](=[O:12])[O:13][CH2:14][CH3:15]. Starting materials: C(C)(=O)OCC (ethyl acetate), BrC=1C=C2C(=NC1)N(C=C2I)S(=O)(=O)C2=CC=CC=C2 (5-bromo-3-iodo-1-(phenylsulfonyl)-1H-pyrrolo[2,3-b]pyridine), C([O-])(O)=O.[Na+] (sodium bicarbonate), Example 168a, ClCCl (dichloromethane). Reagents/catalysts: Cl[Pd]Cl.C1(=CC=CC=C1)P([C-]1C=CC=C1)C1=CC=CC=C1.[C-]1(C=CC=C1)P(C1=CC=CC=C1)C1=CC=CC=C1.[Fe+2] ([1,1′-bis(diphenylphosphino)ferrocene]-dichloropalladium(II)). The solvent is CN(C=O)C (dimethylformamide). Yields the product BrC=1C=C2C(=NC1)N(C=C2C2=CC(=NC(=C2)Cl)NC2CCCCC2)S(=O)(=O)C2=CC=CC=C2 (4-(5-bromo-1-(phenylsulfonyl)-1H-pyrrolo[2,3-b]pyridin-3-yl)-6-chloro-N-cyclohexylpyridin-2-amine). As a reaction SMILES: [Br:1][C:2]1[CH:3]=[C:4]2[C:10](I)=[CH:9][N:8]([S:12]([C:15]3[CH:20]=[CH:19][CH:18]=[CH:17][CH:16]=3)(=[O:14])=[O:13])[C:5]2=[N:6][CH:7]=1.Cl[CH2:22][Cl:23].C(=O)(O)[O-].[Na+].C(O[CH2:33][CH3:34])(=O)C>CN(C)C=O.Cl[Pd]Cl.C1(P(C2C=CC=CC=2)[C-]2C=CC=C2)C=CC=CC=1.[C-]1(P(C2C=CC=CC=2)C2C=CC=CC=2)C=CC=C1.[Fe+2]>[Br:1][C:2]1[CH:3]=[C:4]2[C:10]([C:3]3[CH:2]=[C:22]([Cl:23])[N:6]=[C:5]([NH:8][CH:34]4[CH2:33][CH2:17][CH2:16][CH2:15][CH2:20]4)[CH:4]=3)=[CH:9][N:8]([S:12]([C:15]3[CH:20]=[CH:19][CH:18]=[CH:17][CH:16]=3)(=[O:14])=[O:13])[C:5]2=[N:6][CH:7]=1 |f:2.3,6.7.8.9|. Procedure details: A solution of 5-bromo-3-iodo-1-(phenylsulfonyl)-1H-pyrrolo[2,3-b]pyridine (1.155 g, 2.49 mmol), Example 168a (0.924 g, 2.74 mmol), catalytic amount of [1,1′-bis(diphenylphosphino)ferrocene]-dichloropalladium(II), complex with dichloromethane (1:1) and saturated sodium bicarbonate solution (6 mL) in 24 mL dimethylformamide was heated at 65° C. for 30 minutes. The material was cooled to room temperature, diluted with ethyl acetate, washed with brine, dried over MgSO4, filtered, and concentrated. T... Reactants: C(F)(F)(F)OC1=CC=C(C=C1)S(=O)(=O)C(F)(F)F (p-F3COC6H4SO2CF3), FC(OC1=CC=C(N)C=C1)(F)F (paratrifluoromethoxyaniline). The product is FC(OC1=CC=CC=C1)(F)F (trifluoromethoxybenzene). Reaction SMILES: [C:1]([O:5][C:6]1[CH:11]=[CH:10][C:9](S(C(F)(F)F)(=O)=O)=[CH:8][CH:7]=1)([F:4])([F:3])[F:2].FC(F)(F)OC1C=CC(N)=CC=1>>[F:2][C:1]([F:3])([F:4])[O:5][C:6]1[CH:11]=[CH:10][CH:9]=[CH:8][CH:7]=1. Procedure details: Methods for the preparation of compounds of this type are already known in the art. For example, Chemical Abstracts 61-8217 describes the preparation of p-F3COC6H4SO2CF3. According to the described process, paratrifluoromethoxyaniline obtained by nitration of trifluoromethoxybenzene is subjected to diazotization in an aqueous HCl medium. The resultant product is treated first with EtOCS2K, then with potassium hydroxide, and finally with dimethyl sulfate to produce paratrifluoromethoxythioanisole... Reactants: FC=1C=C(C=C(C1)OCC1=CC=CC=C1)C(CC)(C=1SC=CN1)O (5-fluoro-3-[1-hydroxy-1-(thiazol-2-yl)propyl](O-benzyl)phenol), C(=O)[O-].[NH4+] (ammonium formate). Reagents/catalysts: [Pd] (Pd on charcoal). Solvent: CO (MeOH). The product is FC=1C=C(C=C(C1)O)C(CC)(C=1SC=CN1)O (5-Fluoro-3-[1-hydroxy-1-(thiazol-2-yl)propyl]phenol). The yield is 79.0%. RXN SMILES: [F:1][C:2]1[CH:3]=[C:4]([C:16]([OH:24])([C:19]2[S:20][CH:21]=[CH:22][N:23]=2)[CH2:17][CH3:18])[CH:5]=[C:6]([O:8]CC2C=CC=CC=2)[CH:7]=1.C([O-])=O.[NH4+]>CO.[Pd]>[F:1][C:2]1[CH:3]=[C:4]([C:16]([OH:24])([C:19]2[S:20][CH:21]=[CH:22][N:23]=2)[CH2:17][CH3:18])[CH:5]=[C:6]([OH:8])[CH:7]=1 |f:1.2|. Procedure details: To a solution of 5-fluoro-3-[1-hydroxy-1-(thiazol-2-yl)propyl](O-benzyl)phenol (200 mg, 0.58 mmol) in MeOH (9 mL) was added 10% Pd on charcoal (200 mg) and ammonium formate (180 mg, 2.9 mmol). The reaction mixture was refluxed for 2 h and then filtrated through a pad of celite and washed with EtOAc. After evaporation of the solvent, the residue was purified by chromatography on silica gel using a mixture of hexane:EtOAc 7:3 to give 116 mg (79%) of the title compound. The reactants are CNC1=CC=C2C=CC=NC2=C1[N+](=O)[O-] (N-methyl-8-nitroquinolin-7-amine), O.NN (hydrazine hydrate). Reagents/catalysts: [Ni] (Ni). Run in CO (MeOH). Conditions: time 20 minute. The product is CNC1=CC=C2C=CC=NC2=C1N (N7-methylquinoline-7,8-diamine). Isolated yield 87.7%. RXN SMILES: [CH3:1][NH:2][C:3]1[C:12]([N+:13]([O-])=O)=[C:11]2[C:6]([CH:7]=[CH:8][CH:9]=[N:10]2)=[CH:5][CH:4]=1.O.NN>CO.[Ni]>[CH3:1][NH:2][C:3]1[C:12]([NH2:13])=[C:11]2[C:6]([CH:7]=[CH:8][CH:9]=[N:10]2)=[CH:5][CH:4]=1 |f:1.2|. Procedure details: To a solution of N-methyl-8-nitroquinolin-7-amine (1.6 g, 7.9 mmol) in MeOH (25 mL) was added hydrazine hydrate (2.25 g, 455 mmol) and Raney Ni (8 drops). The mixture was stirred at room temperature for 20 minutes. The catalyst was removed by filtration and the filtrate was concentrated to give N7-methylquinoline-7,8-diamine as a yellow solid (1.2 g, yield 80%). ESI MS: m/z 174 [M+H]+. The reactants are intermediate, COC([C@H](CC1=CC2=C(OC(CO2)C2=CC=C(C=C2)OC(C)=O)C=C1)NC(=O)OC(C)(C)C)=O ((S)-3-[2-(4-Acetoxy-phenyl)-2,3-dihydro-benzo[1,4]dioxin-6-yl]-2-tert-butoxycarbonylamino-propionic acid methyl ester), C=O (paraformaldehyde), Cl (HCl), COC([C@H](CC1=CC2=C(OC(CO2)C2=CC=C(C=C2)OC(C)=O)C=C1)N)=O ((S)-3-[2-(4-acetoxy-phenyl)-2,3-dihydro-benzo[1,4]dioxin-6-yl]-2-amino-propionic acid methyl ester), CC(C)(C)OC(=O)OC(=O)OC(C)(C)C (Boc anhydride), CCN(C(C)C)C(C)C (DIEA). Run in O1CCOCC1 (dioxane), C(Cl)Cl (DCM), O (water), C(=O)(C(F)(F)F)O (TFA). Run at time 6 hour. Product: COC(=O)[C@H]1N(CC=2C=C3C(=CC2C1)OC[C@@H](O3)C3=CC=C(C=C3)OC(C)=O)C(=O)OC(C)(C)C ((3S,8S)-3-(4-acetoxy-phenyl)-2,3,8,9-tetrahydro-6H-[1,4]dioxino[2,3-g]isoquinoline-7,8-dicarboxylic acid 7-tert-butyl ester 8-methyl ester). Reaction SMILES: [CH3:1][O:2][C:3](=[O:34])[C@@H:4]([NH:26][C:27]([O:29][C:30]([CH3:33])([CH3:32])[CH3:31])=[O:28])[CH2:5][C:6]1[CH:25]=[CH:24][C:9]2[O:10][CH:11]([C:14]3[CH:19]=[CH:18][C:17]([O:20][C:21](=[O:23])[CH3:22])=[CH:16][CH:15]=3)[CH2:12][O:13][C:8]=2[CH:7]=1.Cl.[CH3:36]OC(=O)[C@@H](N)CC1C=CC2OC(C3C=CC(OC(=O)C)=CC=3)COC=2C=1.C=O.CC(OC(OC(OC(C)(C)C)=O)=O)(C)C.CCN(C(C)C)C(C)C>O1CCOCC1.C(O)(C(F)(F)F)=O.C(Cl)Cl.O>[CH3:1][O:2][C:3]([C@@H:4]1[CH2:5][C:6]2[CH:7]=[C:8]3[O:13][CH2:12][C@H:11]([C:14]4[CH:15]=[CH:16][C:17]([O:20][C:21](=[O:23])[CH3:22])=[CH:18][CH:19]=4)[O:10][C:9]3=[CH:24][C:25]=2[CH2:36][N:26]1[C:27]([O:29][C:30]([CH3:33])([CH3:32])[CH3:31])=[O:28])=[O:34]. Reported procedure: (S)-3-[2-(4-Acetoxy-phenyl)-2,3-dihydro-benzo[1,4]dioxin-6-yl]-2-tert-butoxycarbonylamino-propionic acid methyl ester was converted to the HCl salt of (S)-3-[2-(4-acetoxy-phenyl)-2,3-dihydro-benzo[1,4]dioxin-6-yl]-2-amino-propionic acid methyl ester according to General Procedure C. This intermediate (450 mg) was dissolved in dioxane (32 mL) and TFA (8 mL). To this solution was added paraformaldehyde (60 mg) and stirred at rom temperature for 6 hours. After completion of the reaction, the mixtur... The reactants are COC(=O)C1(CCC1)OC1=C(C=C(C=C1)Cl)C=C1C(NC2=CC(=CC=C12)Cl)=O (1-[4-Chloro-2-(6-chloro-2-oxo-1,2-dihydro-indol-3-ylidenemethyl)-phenoxy]-cyclobutanecarboxylic acid methyl ester), ClC1=CC=C2CC(NC2=C1)=O (6-chlorooxindole), COC(=O)C1(CCC1)OC1=C(C=C(C=C1)Cl)C=O (1-(4-chloro-2-formyl-phenoxy)-cyclobutanecarboxylic acid methyl ester), N1CCCC1 (pyrrolidine). Run in CO (methanol). Reaction conditions: temperature 70 celsius. The product is COC(=O)C1(CCC1)OC1=C(C=C(C=C1)Cl)\C=C\1/C(NC2=CC(=CC=C12)Cl)=O (Z-1-[4-Chloro-2-(6-chloro-2-oxo-1,2-dihydro-indol-3-ylidenemethyl)-phenoxy]-cyclobutanecarboxylic acid methyl ester). Reaction SMILES: ClC1C=C2C(CC(=O)N2)=CC=1.COC(C1(OC2C=CC(Cl)=CC=2C=O)CCC1)=O.N1CCCC1.[CH3:35][O:36][C:37]([C:39]1([O:43][C:44]2[CH:49]=[CH:48][C:47]([Cl:50])=[CH:46][C:45]=2[CH:51]=[C:52]2[C:60]3[C:55](=[CH:56][C:57]([Cl:61])=[CH:58][CH:59]=3)[NH:54][C:53]2=[O:62])[CH2:42][CH2:41][CH2:40]1)=[O:38]>CO>[CH3:35][O:36][C:37]([C:39]1([O:43][C:44]2[CH:49]=[CH:48][C:47]([Cl:50])=[CH:46][C:45]=2/[CH:51]=[C:52]2\[C:53](=[O:62])[NH:54][C:55]3[C:60]\2=[CH:59][CH:58]=[C:57]([Cl:61])[CH:56]=3)[CH2:42][CH2:41][CH2:40]1)=[O:38]. Reported procedure: To the mixture of 6-chlorooxindole (10 g, 60 mmol) and 1-(4-chloro-2-formyl-phenoxy)-cyclobutanecarboxylic acid methyl ester (18 g, 64 mmol) in methanol (100 mL) was added pyrrolidine (4.5 g, 63 mmol) dropwise. The mixture was then heated at 70° C. for 1 h. After cooled to room temperature, the mixture was filtered and the precipitate was collected, dried to give a mixture of E/Z 1-[4-Chloro-2-(6-chloro-2-oxo-1,2-dihydro-indol-3-ylidenemethyl)-phenoxy]-cyclobutanecarboxylic acid methyl ester (6 ... The reactants are CN(C)CCc1c[nH]c2ccc(Nc3ncccc3[N+](=O)[O-])cc12, CCO. The product is CN(C)CCc1c[nH]c2ccc(Nc3ncccc3N)cc12. Reaction SMILES: [CH3:1][N:2]([CH2:3][CH2:4][c:5]1[cH:6][nH:7][c:8]2[cH:9][cH:10][c:11]([NH:14][c:15]3[n:16][cH:17][cH:18][cH:19][c:20]3[N+:21]([O-:22])=[O:23])[cH:12][c:13]12)[CH3:24].[CH3:25][CH2:26][OH:27]>>[CH3:1][N:2]([CH2:3][CH2:4][c:5]1[cH:6][nH:7][c:8]2[cH:9][cH:10][c:11]([NH:14][c:15]3[n:16][cH:17][cH:18][cH:19][c:20]3[NH2:21])[cH:12][c:13]12)[CH3:24]. The reactants are BrC=1C=C(C=CC1)/C=C/C(=O)O ((E)-3-(3-bromophenyl)acrylic acid), CC(C)O (propan-2-ol), OS(=O)(=O)O (H2SO4), [OH-].[Na+] (NaOH), CC1=CC=C(C=C1)COC(=O)NNC(=O)C2=NC=CN=C2 (pH10). Solvent: C(C)OC(C)=O (ethylacetate). The product is BrC=1C=C(C=CC1)/C=C/C(=O)OC(C)C ((E)-isopropyl 3-(3-bromophenyl)acrylate). Yield: 91.7%. Reaction SMILES: [Br:1][C:2]1[CH:3]=[C:4](/[CH:8]=[CH:9]/[C:10]([OH:12])=[O:11])[CH:5]=[CH:6][CH:7]=1.[CH3:13][CH:14](O)[CH3:15].OS(O)(=O)=O.[OH-].[Na+].CC1C=CC(COC(NNC(C2C=NC=CN=2)=O)=O)=CC=1>C(OC(=O)C)C>[Br:1][C:2]1[CH:3]=[C:4](/[CH:8]=[CH:9]/[C:10]([O:12][CH:14]([CH3:15])[CH3:13])=[O:11])[CH:5]=[CH:6][CH:7]=1 |f:3.4|. Procedure: To a solution of (E)-3-(3-bromophenyl)acrylic acid (7.5 g, 32.4 mmol) in propan-2-ol (50 mL, 832 mmol) was added dropwise H2SO4 (0.431 mL, 8.09 mmol). The reaction was heated to reflux for 18 h then it was concentrated in vacuo providing a brown liquid which was redissolved in 50 mL ethylacetate. 1N NaOH was added dropwise until the aqueous mixture reached pH10. The organic layer was collected and washed with aqueous sodium bicarbonate (sat), brine, dried over magnesium sulfate, filtered and con...